Dataset: the Open Reaction Database (ORD), a public repository of structured organic reaction records. Task: describe an organic reaction: reactants, conditions, products, and yield The reactants are COC1OC(C(COCc2ccccc2)N=[N+]=[N-])C(OCc2ccccc2)C1OCc1ccccc1, C1CCOC1, O, O=C(O)C(F)(F)F. Product: [N-]=[N+]=NC(COCc1ccccc1)C1OC(O)C(OCc2ccccc2)C1OCc1ccccc1. RXN SMILES: [N:1](=[N+:2]=[N-:3])[CH:4]([CH:5]1[CH:6]([O:20][CH2:21][c:22]2[cH:23][cH:24][cH:25][cH:26][cH:27]2)[CH:7]([O:12][CH2:13][c:14]2[cH:15][cH:16][cH:17][cH:18][cH:19]2)[CH:8]([O:9][CH3:10])[O:11]1)[CH2:28][O:29][CH2:30][c:31]1[cH:32][cH:33][cH:34][cH:35][cH:36]1.[O:45]1[CH2:46][CH2:47][CH2:48][CH2:49]1.[OH2:44].[OH:37][C:38]([C:39]([F:40])([F:41])[F:42])=[O:43]>>[N:1](=[N+:2]=[N-:3])[CH:4]([CH:5]1[CH:6]([O:20][CH2:21][c:22]2[cH:23][cH:24][cH:25][cH:26][cH:27]2)[CH:7]([O:12][CH2:13][c:14]2[cH:15][cH:16][cH:17][cH:18][cH:19]2)[CH:8]([OH:9])[O:11]1)[CH2:28][O:29][CH2:30][c:31]1[cH:32][cH:33][cH:34][cH:35][cH:36]1. Reactants: C(Cl)C1CO1 (epichlorohydrin), COC1=C(C=CC=C1)N1CCNCC1 (1-(2-methoxyphenyl)piperazine). The solvent is CC#N (CH3CN), CC#N (CH3CN). The product is ClCC(CN1CCN(CC1)C1=C(C=CC=C1)OC)O (1-(1-Chloro-2-hydroxy-3-propanyl)-4-(2-methoxy-phenyl)piperazine). Reaction SMILES: [CH2:1]([CH:3]1[O:5][CH2:4]1)[Cl:2].[CH3:6][O:7][C:8]1[CH:13]=[CH:12][CH:11]=[CH:10][C:9]=1[N:14]1[CH2:19][CH2:18][NH:17][CH2:16][CH2:15]1>CC#N>[Cl:2][CH2:1][CH:3]([OH:5])[CH2:4][N:17]1[CH2:16][CH2:15][N:14]([C:9]2[CH:10]=[CH:11][CH:12]=[CH:13][C:8]=2[O:7][CH3:6])[CH2:19][CH2:18]1. Procedure details: To epichlorohydrin (3.9 ML, 50 mmol) in CH3CN (3 mL) at 0° C. was added 1-(2-methoxyphenyl)piperazine (9 mL, 50 mmol) in CH3CN (20 mL) dropwise over 5 minutes under a nitrogen atmosphere. After 16 hours the resultant white precipitate was filtered away, washed with CH3CN and acetone, dried at 30° C. in a vacuum oven and identified as pure product (7.28 g, 51.1%). mp 96°-98° C. DCI/MS M+1=285. (100 MHz) 1 H nmr (dmso-d6) δ:6.9 (m, 4H), 3.76(m, 1H), 3.76 (s, 3H), 3.62 (d of d, 2H), 2.96 (m, 4H), 2... Reactants: C(=O)C=1CN(N(C1)C1=CC=CC=C1)OCC1=CC(=C(OCC=2N=C(OC2C)C2=CC=C(O2)C(=O)OCC)C=C1)OC (ethyl 5-{4-[(4-{[(4-formyl-1-phenyl-1H-pyrazol-2-yl)oxy]methyl}-2-methoxyphenoxy)methyl]-5-methyl-1,3-oxazol-2-yl}-2-furancarboxylate), [Cl-].C(C)C=1SC=C(N1)C[P+](C1=CC=CC=C1)(C1=CC=CC=C1)C1=CC=CC=C1 ([(2-ethyl-1,3-thiazol-4-yl)methyl]triphenylphosphonium chloride), C([O-])([O-])=O.[K+].[K+] (potassium carbonate), CN(C=O)C (N,N-dimethylformamide). The solvent is O (Water). Run at time 15 hour. The product is C(C)C=1SC=C(N1)\C=C/C=1C(=NN(C1)C1=CC=CC=C1)OCC1=CC(=C(OCC=2N=C(OC2C)C2=CC=C(O2)C(=O)OCC)C=C1)OC (ethyl 5-[4-({4-[({4-[(Z)-2-(2-ethyl-1,3-thiazol-4-yl)ethenyl]-1-phenyl-1H-pyrazol-3-yl}oxy)methyl]-2-methoxyphenoxy}methyl)-5-methyl-1,3-oxazol-2-yl]-2-furancarboxylate). The yield is 32.0%. Reaction SMILES: C(C1CN([O:14][CH2:15][C:16]2[CH:39]=[CH:38][C:19]([O:20][CH2:21][C:22]3[N:23]=[C:24]([C:28]4[O:32][C:31]([C:33]([O:35][CH2:36][CH3:37])=[O:34])=[CH:30][CH:29]=4)[O:25][C:26]=3[CH3:27])=[C:18]([O:40][CH3:41])[CH:17]=2)N(C2C=CC=CC=2)C=1)=O.[Cl-].[CH2:43]([C:45]1[S:46][CH:47]=[C:48]([CH2:50][P+](C2C=CC=CC=2)(C2C=CC=CC=2)C2C=CC=CC=2)[N:49]=1)[CH3:44].C(=O)([O-])[O-].[K+].[K+].[CH3:76][N:77]([CH3:80])C=O>O>[CH2:43]([C:45]1[S:46][CH:47]=[C:48](/[CH:50]=[CH:27]\[C:26]2[C:22]([O:14][CH2:15][C:16]3[CH:39]=[CH:38][C:19]([O:20][CH2:21][C:22]4[N:23]=[C:24]([C:28]5[O:32][C:31]([C:33]([O:35][CH2:36][CH3:37])=[O:34])=[CH:30][CH:29]=5)[O:25][C:26]=4[CH3:27])=[C:18]([O:40][CH3:41])[CH:17]=3)=[N:23][N:77]([C:80]3[CH:38]=[CH:39][CH:16]=[CH:17][CH:18]=3)[CH:76]=2)[N:49]=1)[CH3:44] |f:1.2,3.4.5|. Procedure: A mixture of ethyl 5-{4-[(4-{[(4-formyl-1-phenyl-1H-pyrazol-2-yl)oxy]methyl}-2-methoxyphenoxy)methyl]-5-methyl-1,3-oxazol-2-yl}-2-furancarboxylate (1.39 g), [(2-ethyl-1,3-thiazol-4-yl)methyl]triphenylphosphonium chloride (1.61 g), potassium carbonate (0.53 g) and N,N-dimethylformamide (30 mL) was stirred at room temperature for 15 hrs. Water was poured into the reaction mixture, and the mixture was extracted with ethyl acetate. The organic layer was washed with saturated brine, dried over anhydr... Starting materials: O=C(O)C(F)(F)F, COCC=Cc1ccc2c(c1)C(C)(C)C(=O)C(C(=O)NCC(=O)OC(C)(C)C)=C2O. Yields the product COCC=Cc1ccc2c(c1)C(C)(C)C(=O)C(C(=O)NCC(=O)O)=C2O. As a reaction SMILES: [F:31][C:32]([F:33])([F:34])[C:35]([OH:36])=[O:37].[OH:1][C:2]1=[C:3]([C:20](=[O:21])[NH:22][CH2:23][C:24](=[O:25])[O:26][C:27]([CH3:28])([CH3:29])[CH3:30])[C:4](=[O:19])[C:5]([CH3:17])([CH3:18])[c:6]2[cH:7][c:8]([CH:12]=[CH:13][CH2:14][O:15][CH3:16])[cH:9][cH:10][c:11]21>>[OH:1][C:2]1=[C:3]([C:20](=[O:21])[NH:22][CH2:23][C:24](=[O:25])[OH:26])[C:4](=[O:19])[C:5]([CH3:17])([CH3:18])[c:6]2[cH:7][c:8]([CH:12]=[CH:13][CH2:14][O:15][CH3:16])[cH:9][cH:10][c:11]21. Starting materials: Brc1ccc2cnccc2c1, N=C(c1ccccc1)c1ccccc1, O=C([O-])[O-], CC(=O)[O-], CC(=O)[O-], C1CCOC1, [Cs+], [Cs+], [Pd+2], c1ccc(P(c2ccccc2)c2ccc3ccccc3c2-c2c(P(c3ccccc3)c3ccccc3)ccc3ccccc23)cc1. Product: Nc1ccc2cnccc2c1. As a reaction SMILES: [Br:15][c:16]1[cH:17][c:18]2[cH:19][cH:20][n:21][cH:22][c:23]2[cH:24][cH:25]1.[C:1]([c:2]1[cH:3][cH:4][cH:5][cH:6][cH:7]1)([c:8]1[cH:9][cH:10][cH:11][cH:12][cH:13]1)=[NH:14].[C:72](=[O:73])([O-:74])[O-:75].[C:83]([O-:84])(=[O:85])[CH3:86].[C:88]([O-:89])(=[O:90])[CH3:91].[CH2:78]1[O:79][CH2:80][CH2:81][CH2:82]1.[Cs+:76].[Cs+:77].[Pd+2:87].[cH:26]1[cH:27][cH:28][c:29]([P:30]([c:31]2[cH:32][cH:33][c:34]3[c:35]([cH:36][cH:37][cH:38][cH:39]3)[c:40]2-[c:41]2[c:42]3[c:43]([cH:44][cH:45][cH:46][cH:47]3)[cH:48][cH:49][c:50]2[P:51]([c:52]2[cH:53][cH:54][cH:55][cH:56][cH:57]2)[c:58]2[cH:59][cH:60][cH:61][cH:62][cH:63]2)[c:64]2[cH:65][cH:66][cH:67][cH:68][cH:69]2)[cH:70][cH:71]1>>[NH2:14][c:16]1[cH:17][c:18]2[cH:19][cH:20][n:21][cH:22][c:23]2[cH:24][cH:25]1.